This data is from the Open Reaction Database (ORD), a public repository of structured organic reaction records. The task is: describe an organic reaction: reactants, conditions, products, and yield Reactants: ClC=1C(=CC(NC1)=O)O (5-chloro-4-hydroxy-2-pyridone), C(CCCCCCCCCCCCCCCCC)(=O)Cl (stearoyl chloride). Run in N1=CC=CC=C1 (pyridine). Product: ClC=1C(=CC(=NC1)OC(CCCCCCCCCCCCCCCCC)=O)OC(CCCCCCCCCCCCCCCCC)=O (5-chloro-2,4-distearoyloxypyridine). Isolated yield 15.0%. Reaction SMILES: [Cl:1][C:2]1[C:3]([OH:9])=[CH:4][C:5](=[O:8])[NH:6][CH:7]=1.[C:10](Cl)(=[O:28])[CH2:11][CH2:12][CH2:13][CH2:14][CH2:15][CH2:16][CH2:17][CH2:18][CH2:19][CH2:20][CH2:21][CH2:22][CH2:23][CH2:24][CH2:25][CH2:26][CH3:27]>N1C=CC=CC=1>[Cl:1][C:2]1[C:3]([O:9][C:10](=[O:28])[CH2:11][CH2:12][CH2:13][CH2:14][CH2:15][CH2:16][CH2:17][CH2:18][CH2:19][CH2:20][CH2:21][CH2:22][CH2:23][CH2:24][CH2:25][CH2:26][CH3:27])=[CH:4][C:5]([O:8][C:10](=[O:28])[CH2:11][CH2:12][CH2:13][CH2:14][CH2:15][CH2:16][CH2:17][CH2:18][CH2:19][CH2:20][CH2:21][CH2:22][CH2:23][CH2:24][CH2:25][CH2:26][CH3:27])=[N:6][CH:7]=1. Reported procedure: A 2.00 g quantity of 5-chloro-4-hydroxy-2-pyridone was refluxed in 150 ml of pyridine to obtain a uniform solution. To the solution was added 5.85 g of stearoyl chloride and the mixture was subjected to reaction at room temperature overnight. After completion of the reaction, the pyridine was concentrated and the concentrate was extracted with petroleum ether. The petroleum ether layer was concentrated and subjected to silica gel column chromatography using as an eluent petroleum ether-chlorofor... The reactants are Cc1cc(N2CCC(N3CCCC3C)C2)ccc1N, O=C(O)c1ccc(N2CCOCC2)nc1. Yields the product Cc1cc(N2CCC(N3CCCC3C)C2)ccc1NC(=O)c1ccc(N2CCOCC2)nc1. RXN SMILES: [CH3:1][c:2]1[c:3]([NH2:19])[cH:4][cH:5][c:6]([N:8]2[CH2:9][CH:10]([N:13]3[CH:14]([CH3:18])[CH2:15][CH2:16][CH2:17]3)[CH2:11][CH2:12]2)[cH:7]1.[O:20]1[CH2:21][CH2:22][N:23]([c:26]2[n:27][cH:28][c:29]([C:30](=[O:31])[OH:32])[cH:33][cH:34]2)[CH2:24][CH2:25]1>>[CH3:1][c:2]1[c:3]([NH:19][C:30]([c:29]2[cH:28][n:27][c:26]([N:23]3[CH2:22][CH2:21][O:20][CH2:25][CH2:24]3)[cH:34][cH:33]2)=[O:31])[cH:4][cH:5][c:6]([N:8]2[CH2:9][CH:10]([N:13]3[CH:14]([CH3:18])[CH2:15][CH2:16][CH2:17]3)[CH2:11][CH2:12]2)[cH:7]1. Starting materials: Oc1ccc(C2=CCCCCC2)cc1, CCCCCCCCCC(Br)C(=O)OCC, CCO, [Na], O. The product is CCCCCCCCCC(Oc1ccc(C2=CCCCCC2)cc1)C(=O)OCC. Reaction SMILES: [C:1]1([c:8]2[cH:9][cH:10][c:11]([OH:14])[cH:12][cH:13]2)=[CH:2][CH2:3][CH2:4][CH2:5][CH2:6][CH2:7]1.[CH2:17]([CH3:18])[O:19][C:20]([CH:21]([CH2:22][CH2:23][CH2:24][CH2:25][CH2:26][CH2:27][CH2:28][CH2:29][CH3:30])[Br:31])=[O:32].[CH3:33][CH2:34][OH:35].[Na:15].[OH2:16]>>[C:1]1([c:8]2[cH:9][cH:10][c:11]([O:14][CH:21]([C:20]([O:19][CH2:17][CH3:18])=[O:32])[CH2:22][CH2:23][CH2:24][CH2:25][CH2:26][CH2:27][CH2:28][CH2:29][CH3:30])[cH:12][cH:13]2)=[CH:2][CH2:3][CH2:4][CH2:5][CH2:6][CH2:7]1. Starting materials: [Al+3], ClCCl, [Cl-], [Cl-], [Cl-], CC(C)(C)OC(=O)N1CCN(c2c(Cl)cc(OCC=C(Cl)Cl)cc2Cl)CC1, [Na+], [OH-]. Product: ClC(Cl)=CCOc1cc(Cl)c(N2CCNCC2)c(Cl)c1. RXN SMILES: [Al+3:29].[CH2:34]([Cl:35])[Cl:36].[Cl-:28].[Cl-:30].[Cl-:31].[Cl:1][C:2](=[CH:3][CH2:4][O:5][c:6]1[cH:7][c:8]([Cl:26])[c:9]([N:13]2[CH2:14][CH2:15][N:16]([C:19]([O:20][C:21]([CH3:22])([CH3:23])[CH3:24])=[O:25])[CH2:17][CH2:18]2)[c:10]([Cl:12])[cH:11]1)[Cl:27].[Na+:33].[OH-:32]>>[Cl:1][C:2](=[CH:3][CH2:4][O:5][c:6]1[cH:7][c:8]([Cl:26])[c:9]([N:13]2[CH2:14][CH2:15][NH:16][CH2:17][CH2:18]2)[c:10]([Cl:12])[cH:11]1)[Cl:27]. The reactants are C(=O)(OC(C)(C)C)NCCCO (3-(Bocamino)-1-propanol), TEA, CS(=O)(=O)Cl (methane sulfonyl chloride). The solvent is C(Cl)Cl (DCM). Conditions: temperature 0 celsius, time 30 minute. Yields the product CS(=O)(=O)OCCCNC(=O)OC(C)(C)C (3-((Tert-butoxycarbonyl)amino)propyl methanesulfonate). Isolated yield 84.3%. Reaction SMILES: [C:1]([NH:8][CH2:9][CH2:10][CH2:11][OH:12])([O:3][C:4]([CH3:7])([CH3:6])[CH3:5])=[O:2].[CH3:13][S:14](Cl)(=[O:16])=[O:15]>C(Cl)Cl>[CH3:13][S:14]([O:12][CH2:11][CH2:10][CH2:9][NH:8][C:1]([O:3][C:4]([CH3:5])([CH3:6])[CH3:7])=[O:2])(=[O:16])=[O:15]. Reported procedure: To a solution of 3-(Bocamino)-1-propanol (10.51 g: 60 mmol) and TEA (6.07 g; 60 mmol) in dry DCM (100 mL) kept in an ice bath (0° C.) was slowly added methane sulfonyl chloride (6.87 g; 60 mmol) and the reaction mixture was stirred for 30 min at 0° C. The ice bath was removed and the reaction mixture was allowed to stir at room temperature for 5 h (completion of the reaction was monitored by TLC). Water (50 mL) was added with stirring and the resulting mixture was transferred to a reparatory fun... Reactants: B, CC(C)(C)OC(=O)N1CCN(Cc2cccc(-c3cccc(C#N)c3)c2)CC1, C1CCOC1. Yields the product CC(C)(C)OC(=O)N1CCN(Cc2cccc(-c3cccc(CN)c3)c2)CC1. RXN SMILES: [BH3:29].[C:1](#[N:2])[c:3]1[cH:4][c:5](-[c:9]2[cH:10][c:11]([CH2:15][N:16]3[CH2:17][CH2:18][N:19]([C:22](=[O:23])[O:24][C:25]([CH3:26])([CH3:27])[CH3:28])[CH2:20][CH2:21]3)[cH:12][cH:13][cH:14]2)[cH:6][cH:7][cH:8]1.[CH2:30]1[O:31][CH2:32][CH2:33][CH2:34]1>>[CH2:1]([NH2:2])[c:3]1[cH:4][c:5](-[c:9]2[cH:10][c:11]([CH2:15][N:16]3[CH2:17][CH2:18][N:19]([C:22](=[O:23])[O:24][C:25]([CH3:26])([CH3:27])[CH3:28])[CH2:20][CH2:21]3)[cH:12][cH:13][cH:14]2)[cH:6][cH:7][cH:8]1. Reactants: OC1CCN(Cc2ccccc2)CC1Cc1ccccc1, CO, [H][H], [OH-], [OH-], [Pd+2]. The product is OC1CCNCC1Cc1ccccc1. Reaction SMILES: [CH2:1]([c:2]1[cH:3][cH:4][cH:5][cH:6][cH:7]1)[N:8]1[CH2:9][CH:10]([CH2:15][c:16]2[cH:17][cH:18][cH:19][cH:20][cH:21]2)[CH:11]([OH:14])[CH2:12][CH2:13]1.[CH3:22][OH:23].[H:24][H:25].[OH-:26].[OH-:28].[Pd+2:27]>>[NH:8]1[CH2:9][CH:10]([CH2:15][c:16]2[cH:17][cH:18][cH:19][cH:20][cH:21]2)[CH:11]([OH:14])[CH2:12][CH2:13]1. Product: ClC=1C=CC(=NC1)OC1CCN(CC1)S(=O)(=O)CC1(C(NC(N1)=O)=O)CN1C(N(C(C1=O)(C)C)C)=O (5-[({4-[(5-chloropyridin-2-yl)oxy]piperidin-1-yl}sulfonyl)methyl]-5-[(3,4,4-trimethyl-2,5-dioxoimidazolidin-1-yl)methyl]imidazolidine-2,4-dione). Procedure details: The title compound was prepared as described in Example 12 from racemic {2,5-dioxo-4-[(3,4,4-trimethyl-2,5-dioxoimidazolidin-1-yl)methyl]imidazolidin-4-yl}methanesulfonyl chloride and 5-chloro-2-(piperidin-4-yloxy)-pyridine. Reaction SMILES: [O:1]=[C:2]1[NH:6][C:5]([CH2:18][S:19](Cl)(=[O:21])=[O:20])([CH2:7][N:8]2[C:12](=[O:13])[C:11]([CH3:15])([CH3:14])[N:10]([CH3:16])[C:9]2=[O:17])[C:4](=[O:23])[NH:3]1.[Cl:24][C:25]1[CH:26]=[CH:27][C:28]([O:31][CH:32]2[CH2:37][CH2:36][NH:35][CH2:34][CH2:33]2)=[N:29][CH:30]=1>>[Cl:24][C:25]1[CH:26]=[CH:27][C:28]([O:31][CH:32]2[CH2:37][CH2:36][N:35]([S:19]([CH2:18][C:5]3([CH2:7][N:8]4[C:12](=[O:13])[C:11]([CH3:15])([CH3:14])[N:10]([CH3:16])[C:9]4=[O:17])[NH:6][C:2](=[O:1])[NH:3][C:4]3=[O:23])(=[O:21])=[O:20])[CH2:34][CH2:33]2)=[N:29][CH:30]=1. Reactants: O=C1NC(C(N1)(CN1C(N(C(C1=O)(C)C)C)=O)CS(=O)(=O)Cl)=O (racemic {2,5-dioxo-4-[(3,4,4-trimethyl-2,5-dioxoimidazolidin-1-yl)methyl]imidazolidin-4-yl}methanesulfonyl chloride), ClC=1C=CC(=NC1)OC1CCNCC1 (5-chloro-2-(piperidin-4-yloxy)-pyridine). The reactants are [BH4-].[Na+] (Sodium borohydride), ClC1=CC=C(C=C1)C(COC)=O (1-(4-chlorophenyl)-2-methoxy-ethanone). The solvent is CO (methanol). Conditions: time 1 hour. The product is ClC1=CC=C(C=C1)C(COC)O (1-(4-chlorophenyl)-2-methoxy-ethan-1-ol), oil. Isolated yield 68.0%. Reaction SMILES: [BH4-].[Na+].[Cl:3][C:4]1[CH:9]=[CH:8][C:7]([C:10](=[O:14])[CH2:11][O:12][CH3:13])=[CH:6][CH:5]=1>CO>[Cl:3][C:4]1[CH:5]=[CH:6][C:7]([CH:10]([OH:14])[CH2:11][O:12][CH3:13])=[CH:8][CH:9]=1 |f:0.1|. Procedure: Sodium borohydride (111 mg, 2.9 mmol) was added in portions to a solution of 1-(4-chlorophenyl)-2-methoxy-ethanone (1 g, 6.4 mmol) in methanol at room temperature. After 1 hour, reaction was quenched with 3 mls (aq) sat. NH4Cl. Water was added to dissolve the inorganic and mixture was extracted with ethyl acetate 3×5 ml. Combined organics were washed with brine (2×3 ml) and dried over MgSO4. Crude material was obtained upon filtration and concentration to an amber oil which was purified by flash... Starting materials: FC=1C=C(C(=O)O)C=CC1OC (3-fluoro-4-methoxy benzoic acid), Br (hydrogen bromide), C(C)(=O)O (acetic acid). Solvent: O (water). Product: FC=1C=C(C(=O)O)C=CC1O (3-fluoro-4-hydroxy benzoic acid). Isolated yield 85.7%. Reaction SMILES: [F:1][C:2]1[CH:3]=[C:4]([CH:8]=[CH:9][C:10]=1[O:11]C)[C:5]([OH:7])=[O:6].Br.C(O)(=O)C>O>[F:1][C:2]1[CH:3]=[C:4]([CH:8]=[CH:9][C:10]=1[OH:11])[C:5]([OH:7])=[O:6]. Procedure: 98.8 g of 3-fluoro-4-methoxy benzoic acid was mixed with 215 ml of concentrated hydrogen bromide solution and 215 ml of acetic acid and heated under reflux for 34 hours with stirring. Thereafter, the reaction mixture was cooled with water, and the precipitated crystal was filtered to obtain a blackish brown crystal. This crystal was recrystallized with water to obtain 77.73 g (yield: 86%) of a black crystal. Moreover, the use of this crystal itself caused no problem at the subsequent step though...